This data is from the Open Reaction Database (ORD), a public repository of structured organic reaction records. The task is: describe an organic reaction: reactants, conditions, products, and yield The reactants are C(C)(C)[N-]C(C)C.[Li+] (lithium diisopropylamide), CC=1C2=C(C=NC1)C=CO2 (7-methylfuro[3,2-c]pyridine), O.O.O.C(C)(=O)[O-].[Na+] (sodium acetate trihydrate), NOS(=O)(=O)O (hydroxylamine-O-sulfonic acid). Run in O1CCCC1 (tetrahydrofuran), CCCCCC (hexane), O1CCCC1 (tetrahydrofuran). Conditions: time 0.5 hour. Yields the product S(N)(=O)(=O)C1=CC=2C=NC=C(C2O1)C (2-Sulfamoyl-7-methylfuro[3,2-c]pyridine). The yield is 58.0%. As a reaction SMILES: [CH3:1][C:2]1[C:3]2[O:10][CH:9]=[CH:8][C:4]=2[CH:5]=[N:6][CH:7]=1.C([N-:14]C(C)C)(C)C.[Li+].O.O.O.C([O-])(=O)C.[Na+].N[O:28][S:29]([OH:32])(=O)=O>O1CCCC1.CCCCCC>[S:29]([C:9]1[O:10][C:3]2[C:2]([CH3:1])=[CH:7][N:6]=[CH:5][C:4]=2[CH:8]=1)(=[O:32])(=[O:28])[NH2:14] |f:1.2,3.4.5.6.7|. Procedure: To a solution of 7-methylfuro[3,2-c]pyridine (1.33 g, 10 mmol) in distilled tetrahydrofuran (20 ml), under a nitrogen atmosphere and cooled to -70° C., was added dropwise 0.7M lithium diisopropylamide in tetrahydrofuran (15.5 ml, 11 mmol) to give a gummy precipitate. After stirring for 0.5 hour, sulfur dioxide gas was bubbled over the reaction surface to give a white precipitate. After slowly warming this mixture to room temperature, hexane was added and the precipitate collected by filtration. ... The reactants are C(C)OC(=O)C=1OC2=C(C1)C=CC(=C2)C(CC)(CC)C2=CC(=C(C=C2)OCC(C(C)(C)C)=O)C (6-{1-[4-(3,3-Dimethyl-2-oxo-butoxy)-3-methyl-phenyl]-1-ethyl-propyl}-benzofuran-2-carboxylic acid ethyl ester), [OH-].[Na+] (NaOH), CO (MeOH). Solvent: C1CCOC1 (THF). Product: CC(C(COC1=C(C=C(C=C1)C(CC)(CC)C1=CC2=C(C=C(O2)C(=O)O)C=C1)C)=O)(C)C (6-{1-[4-(3,3-Dimethyl-2-oxo-butoxy)-3-methyl-phenyl]-1-ethyl-propyl}-benzofuran-2-carboxylic acid). The yield is 95.5%. Reaction SMILES: C([O:3][C:4]([C:6]1[O:7][C:8]2[CH:14]=[C:13]([C:15]([C:20]3[CH:25]=[CH:24][C:23]([O:26][CH2:27][C:28](=[O:33])[C:29]([CH3:32])([CH3:31])[CH3:30])=[C:22]([CH3:34])[CH:21]=3)([CH2:18][CH3:19])[CH2:16][CH3:17])[CH:12]=[CH:11][C:9]=2[CH:10]=1)=[O:5])C.[OH-].[Na+].CO>C1COCC1>[CH3:32][C:29]([CH3:30])([CH3:31])[C:28](=[O:33])[CH2:27][O:26][C:23]1[CH:24]=[CH:25][C:20]([C:15]([C:13]2[CH:12]=[CH:11][C:9]3[CH:10]=[C:6]([C:4]([OH:5])=[O:3])[O:7][C:8]=3[CH:14]=2)([CH2:18][CH3:19])[CH2:16][CH3:17])=[CH:21][C:22]=1[CH3:34] |f:1.2|. Procedure: 6-{1-[4-(3,3-Dimethyl-2-oxo-butoxy)-3-methyl-phenyl]-1-ethyl-propyl}-benzofuran-2-carboxylic acid ethyl ester (980 mg, 2.11 mmol) and NaOH (2 N, 10.0 mL) and MeOH (5.0 mL) and THF (5.0 mL) are reacted analogous to Example 2 to give the title compound (880 mg, 96%). MS (ES) m/e: 435.3 (M−1). Reactants: ClC1=C(C(=O)C(C(=O)OCC)=CN(C)C)C=C(C(=C1)Cl)NC1=C(C=C(C=C1F)F)Cl (ethyl 2-[2,4-dichloro-5-(2-chloro-4,6-difluorophenylamino) benzoyl]-3-dimethylaminoacrylate), NC=1C=NC=CC1 (3-aminopyridine). The solvent is C1(=CC=CC=C1)C (toluene). The product is ClC1=C(C(=O)C(C(=O)OCC)=CNC=2C=NC=CC2)C=C(C(=C1)Cl)NC1=C(C=C(C=C1F)F)Cl (Ethyl 2-[2,4-dichloro-5-(2-chloro-4,6-difluorophenylamino)benzoyl]-3-(pyridin-3-yl -amino)acrylate). The yield is 104.4%. RXN SMILES: [Cl:1][C:2]1[CH:19]=[C:18]([Cl:20])[C:17]([NH:21][C:22]2[C:27]([F:28])=[CH:26][C:25]([F:29])=[CH:24][C:23]=2[Cl:30])=[CH:16][C:3]=1[C:4]([C:6](=[CH:12][N:13](C)[CH3:14])[C:7]([O:9][CH2:10][CH3:11])=[O:8])=[O:5].N[C:32]1[CH:33]=[N:34][CH:35]=C[CH:37]=1>C1(C)C=CC=CC=1>[Cl:1][C:2]1[CH:19]=[C:18]([Cl:20])[C:17]([NH:21][C:22]2[C:27]([F:28])=[CH:26][C:25]([F:29])=[CH:24][C:23]=2[Cl:30])=[CH:16][C:3]=1[C:4]([C:6](=[CH:12][NH:13][C:14]1[CH:35]=[N:34][CH:33]=[CH:32][CH:37]=1)[C:7]([O:9][CH2:10][CH3:11])=[O:8])=[O:5]. Procedure: A solution of 30 mg (0.06 mmol) of ethyl 2-[2,4-dichloro-5-(2-chloro-4,6-difluorophenylamino) benzoyl]-3-dimethylaminoacrylate and 15 mg (0.16 mmol) of 3-aminopyridine in 2 ml of toluene were heated at 150° C. for 7 hours. Concentration resulted in 33 mg of the desired product, which were employed without further purification in the next stage.